From a dataset of the Open Reaction Database (ORD), a public repository of structured organic reaction records. describe an organic reaction: reactants, conditions, products, and yield Starting materials: C([O-])([O-])=O.[Na+].[Na+] (sodium carbonate), BrC1=CC(=CN1S(=O)(=O)C=1C=NC=CC1)CN(C(OC(C)(C)C)=O)C (tert-butyl {[5-bromo-1-(pyridin-3-ylsulfonyl)-1H-pyrrol-3-yl]methyl}methylcarbamate), CC1=C(C=CC=C1)B(O)O ((2-methylphenyl)boronic acid). Reagents/catalysts: C=1C=CC(=CC1)[P](C=2C=CC=CC2)(C=3C=CC=CC3)[Pd]([P](C=4C=CC=CC4)(C=5C=CC=CC5)C=6C=CC=CC6)([P](C=7C=CC=CC7)(C=8C=CC=CC8)C=9C=CC=CC9)[P](C=1C=CC=CC1)(C=1C=CC=CC1)C=1C=CC=CC1 (tetrakis(triphenylphosphine)palladium). Yields the product CN(C(OC(C)(C)C)=O)CC1=CN(C(=C1)C1=C(C=CC=C1)C)S(=O)(=O)C=1C=NC=CC1 (tert-Butyl methyl{[5-(2-methylphenyl)-1-(pyridin-3-ylsulfonyl)-1H-pyrrol-3-yl]methyl}carbamate), oil. The yield is 68.0%. As a reaction SMILES: Br[C:2]1[N:6]([S:7]([C:10]2[CH:11]=[N:12][CH:13]=[CH:14][CH:15]=2)(=[O:9])=[O:8])[CH:5]=[C:4]([CH2:16][N:17]([CH3:25])[C:18](=[O:24])[O:19][C:20]([CH3:23])([CH3:22])[CH3:21])[CH:3]=1.[CH3:26][C:27]1[CH:32]=[CH:31][CH:30]=[CH:29][C:28]=1B(O)O.C(=O)([O-])[O-].[Na+].[Na+]>C1C=CC([P]([Pd]([P](C2C=CC=CC=2)(C2C=CC=CC=2)C2C=CC=CC=2)([P](C2C=CC=CC=2)(C2C=CC=CC=2)C2C=CC=CC=2)[P](C2C=CC=CC=2)(C2C=CC=CC=2)C2C=CC=CC=2)(C2C=CC=CC=2)C2C=CC=CC=2)=CC=1>[CH3:25][N:17]([CH2:16][C:4]1[CH:3]=[C:2]([C:28]2[CH:29]=[CH:30][CH:31]=[CH:32][C:27]=2[CH3:26])[N:6]([S:7]([C:10]2[CH:11]=[N:12][CH:13]=[CH:14][CH:15]=2)(=[O:9])=[O:8])[CH:5]=1)[C:18](=[O:24])[O:19][C:20]([CH3:23])([CH3:22])[CH3:21] |f:2.3.4,^1:45,47,66,85|. Procedure: By a similar operation as in Reference Example 301 and using tert-butyl {[5-bromo-1-(pyridin-3-ylsulfonyl)-1H-pyrrol-3-yl]methyl}methylcarbamate (300 mg), (2-methylphenyl)boronic acid (190 mg), tetrakis(triphenylphosphine)palladium (40 mg) and sodium carbonate (222 mg), the title compound was obtained as a pale-yellow oil (yield 210 mg, 68%). The reactants are COc1ccc(-c2nc(Sc3ccc(C)cc3)n(Cc3ccccc3)c2-c2ccc(OC)cc2)cc1, ClCCl, O=C(OO)c1cccc(Cl)c1. Product: COc1ccc(-c2nc(S(=O)c3ccc(C)cc3)n(Cc3ccccc3)c2-c2ccc(OC)cc2)cc1. RXN SMILES: [CH3:12][O:13][c:14]1[cH:15][cH:16][c:17](-[c:20]2[n:21][c:22]([S:40][c:41]3[cH:42][cH:43][c:44]([CH3:47])[cH:45][cH:46]3)[n:23]([CH2:33][c:34]3[cH:35][cH:36][cH:37][cH:38][cH:39]3)[c:24]2-[c:25]2[cH:26][cH:27][c:28]([O:31][CH3:32])[cH:29][cH:30]2)[cH:18][cH:19]1.[Cl:48][CH2:49][Cl:50].[OH:1][O:2][C:3]([c:4]1[cH:5][c:6]([Cl:7])[cH:8][cH:9][cH:10]1)=[O:11]>>[O:1]=[S:40]([c:22]1[n:21][c:20](-[c:17]2[cH:16][cH:15][c:14]([O:13][CH3:12])[cH:19][cH:18]2)[c:24](-[c:25]2[cH:26][cH:27][c:28]([O:31][CH3:32])[cH:29][cH:30]2)[n:23]1[CH2:33][c:34]1[cH:35][cH:36][cH:37][cH:38][cH:39]1)[c:41]1[cH:42][cH:43][c:44]([CH3:47])[cH:45][cH:46]1. Reactants: ClC1=C(C(=CC=C1)Cl)Br (2,6-dichlorobromobenzene), C(=O)(OC(C)(C)C)N1CCNCC1 (N-Boc-piperazine), C=1C=CC(=CC1)P(C=2C=CC=CC2)C3=CC=C4C=CC=CC4=C3C5=C6C=CC=CC6=CC=C5P(C=7C=CC=CC7)C=8C=CC=CC8 (BINAP), CC(C)([O-])C.[Na+] (sodium tert-butoxide). Reagents/catalysts: C=1C=CC(=CC1)/C=C/C(=O)/C=C/C2=CC=CC=C2.C=1C=CC(=CC1)/C=C/C(=O)/C=C/C2=CC=CC=C2.C=1C=CC(=CC1)/C=C/C(=O)/C=C/C2=CC=CC=C2.[Pd].[Pd] (Pd2(dba)3). Conditions: temperature 110 celsius. The product is C(C)(C)(C)OC(=O)N1CCN(CC1)C1=C(C=CC=C1Cl)Cl (4-(2,6-Dichloro-phenyl)-piperazine-1-carboxylic acid tert-butyl ester). RXN SMILES: [Cl:1][C:2]1[CH:7]=[CH:6][CH:5]=[C:4]([Cl:8])[C:3]=1Br.[C:10]([N:17]1[CH2:22][CH2:21][NH:20][CH2:19][CH2:18]1)([O:12][C:13]([CH3:16])([CH3:15])[CH3:14])=[O:11].C1C=CC(P(C2C(C3C(P(C4C=CC=CC=4)C4C=CC=CC=4)=CC=C4C=3C=CC=C4)=C3C(C=CC=C3)=CC=2)C2C=CC=CC=2)=CC=1.CC(C)([O-])C.[Na+]>C1C=CC(/C=C/C(/C=C/C2C=CC=CC=2)=O)=CC=1.C1C=CC(/C=C/C(/C=C/C2C=CC=CC=2)=O)=CC=1.C1C=CC(/C=C/C(/C=C/C2C=CC=CC=2)=O)=CC=1.[Pd].[Pd]>[C:13]([O:12][C:10]([N:17]1[CH2:22][CH2:21][N:20]([C:3]2[C:2]([Cl:1])=[CH:7][CH:6]=[CH:5][C:4]=2[Cl:8])[CH2:19][CH2:18]1)=[O:11])([CH3:16])([CH3:14])[CH3:15] |f:3.4,5.6.7.8.9|. Reported procedure: 2,6-dichlorobromobenzene (2.26 g, 10 mmole), N-Boc-piperazine (2.05 g, 11 mmole), Pd2(dba)3 (92 mg, 1 mol %), BINAP (187 mg, 3 mol %), and sodium tert-butoxide (1.15 g, 12 mmole) were charged in a microwave vessel. The vessel was capped, purged with nitrogen, and 20 mL toluene added. The reaction mixture was heated to 110° C. for 30 minutes in the microwave and then the mixture was filtered through celite, rinsing with EtOAc. The filtrate was evaporated and then filtered through a pad of silica ... The reactants are COC(=O)C1=CN=C(S1)CCC=1C(=NOC1C)CCCC (2-[2-(3-butyl-5-methyl-isoxazol-4-yl)-ethyl]-thiazole-5-carboxylic acid methyl ester), NC1CCOCC1 (4-aminotetrahydropyran). Product: O1CCC(CC1)NC(=O)C1=CN=C(S1)CCC=1C(=NOC1C)CCCC (2-[2-(3-Butyl-5-methyl-isoxazol-4-yl)-ethyl]-thiazole-5-carboxylic acid (tetrahydro-pyran-4-yl)-amide). The yield is 76.0%. RXN SMILES: CO[C:3]([C:5]1[S:9][C:8]([CH2:10][CH2:11][C:12]2[C:13]([CH2:18][CH2:19][CH2:20][CH3:21])=[N:14][O:15][C:16]=2[CH3:17])=[N:7][CH:6]=1)=[O:4].[NH2:22][CH:23]1[CH2:28][CH2:27][O:26][CH2:25][CH2:24]1>>[O:26]1[CH2:27][CH2:28][CH:23]([NH:22][C:3]([C:5]2[S:9][C:8]([CH2:10][CH2:11][C:12]3[C:13]([CH2:18][CH2:19][CH2:20][CH3:21])=[N:14][O:15][C:16]=3[CH3:17])=[N:7][CH:6]=2)=[O:4])[CH2:24][CH2:25]1. Reported procedure: As described for example 57b, 2-[2-(3-butyl-5-methyl-isoxazol-4-yl)-ethyl]-thiazole-5-carboxylic acid methyl ester (90 mg, 0.29 mmol) was converted, using 4-aminotetrahydropyran instead of isopropylamine, to the title compound (50 mg, 76%) which was obtained as a light yellow solid. MS: m/e=378.4 [M+H]+. RXN SMILES: [CH3:85][OH:86].[Cl:74][CH2:75][Cl:76].[F:1][c:2]1[cH:3][cH:4][c:5]([NH:8][c:9]2[cH:10][cH:11][c:12]([S:15](=[O:16])(=[O:17])[N:18]([c:19]3[cH:20][c:21]([CH3:40])[c:22]([CH2:25][N:26]4[CH2:27][CH:28]([CH3:39])[N:29]([C:32]([O:33][C:34]([CH3:35])([CH3:36])[CH3:37])=[O:38])[CH2:30][CH2:31]4)[cH:23][cH:24]3)[CH3:41])[cH:13][n:14]2)[cH:6][cH:7]1.[F:42][c:43]1[cH:44][cH:45][c:46](-[c:47]2[n:48][cH:49][c:50]([S:51]([N:52]([CH3:53])[c:54]3[cH:55][cH:56][c:57]([CH2:58][N:59]4[CH2:60][CH2:61][NH:62][CH:63]([CH3:64])[CH2:65]4)[cH:66][cH:67]3)(=[O:68])=[O:69])[cH:70][cH:71]2)[cH:72][cH:73]1.[F:77][C:78]([F:79])([F:80])[C:81]([OH:82])=[O:83].[NH3:84]>>[F:1][c:2]1[cH:3][cH:4][c:5]([NH:8][c:9]2[cH:10][cH:11][c:12]([S:15](=[O:16])(=[O:17])[N:18]([c:19]3[cH:20][c:21]([CH3:40])[c:22]([CH2:25][N:26]4[CH2:27][CH:28]([CH3:39])[NH:29][CH2:30][CH2:31]4)[cH:23][cH:24]3)[CH3:41])[cH:13][n:14]2)[cH:6][cH:7]1. Product: Cc1cc(N(C)S(=O)(=O)c2ccc(Nc3ccc(F)cc3)nc2)ccc1CN1CCNC(C)C1. Starting materials: CO, ClCCl, Cc1cc(N(C)S(=O)(=O)c2ccc(Nc3ccc(F)cc3)nc2)ccc1CN1CCN(C(=O)OC(C)(C)C)C(C)C1, CC1CN(Cc2ccc(N(C)S(=O)(=O)c3ccc(-c4ccc(F)cc4)nc3)cc2)CCN1, O=C(O)C(F)(F)F, N.